This data is from the Open Reaction Database (ORD), a public repository of structured organic reaction records. The task is: describe an organic reaction: reactants, conditions, products, and yield Reactants: OC1(CCc2cccc(Br)c2)CCCCC1, C=CCNC(=O)C(F)(F)F. Product: O=C(NCC=Cc1cccc(CCC2(O)CCCCC2)c1)C(F)(F)F. As a reaction SMILES: [Br:1][c:2]1[cH:3][c:4]([CH2:5][CH2:6][C:7]2([OH:13])[CH2:8][CH2:9][CH2:10][CH2:11][CH2:12]2)[cH:14][cH:15][cH:16]1.[CH2:17]([CH:18]=[CH2:19])[NH:20][C:21]([C:22]([F:23])([F:24])[F:25])=[O:26]>>[c:2]1([CH:19]=[CH:18][CH2:17][NH:20][C:21]([C:22]([F:23])([F:24])[F:25])=[O:26])[cH:3][c:4]([CH2:5][CH2:6][C:7]2([OH:13])[CH2:8][CH2:9][CH2:10][CH2:11][CH2:12]2)[cH:14][cH:15][cH:16]1. Reactants: C(Cl)Cl (CH2Cl2), COC1=CC=C(C=N1)C(CC(=O)OCC)CC=1N=C(SC1)CCCC=O (ethyl 3-(6-methoxypyridin-3-yl)-4-[2-(4-oxobutyl)-1,3-thiazol-4-yl]butanoate), N1(CCOCC1)C1=CC(=NC=C1)N (4-morpholin-4-ylpyridin-2-amine), [BH-](OC(=O)C)(OC(=O)C)OC(=O)C.[Na+] (NaBH(OAc)3). Yields the product Cl.COC1=CC=C(C=N1)C(CC(=O)O)CC=1N=C(SC1)CCCCNC1=NC=CC(=C1)N1CCOCC1 (3-(6-Methoxypyridin-3-yl)-4-(2-{4-[(4-morpholin-4-ylpyridin-2-yl)amino]butyl}-1,3-thiazol-4-yl)butanoic acid hydrochloride). RXN SMILES: [CH3:1][O:2][C:3]1[N:8]=[CH:7][C:6]([CH:9]([CH2:16][C:17]2[N:18]=[C:19]([CH2:22][CH2:23][CH2:24][CH:25]=O)[S:20][CH:21]=2)[CH2:10][C:11]([O:13]CC)=[O:12])=[CH:5][CH:4]=1.[N:27]1([C:33]2[CH:38]=[CH:37][N:36]=[C:35]([NH2:39])[CH:34]=2)[CH2:32][CH2:31][O:30][CH2:29][CH2:28]1.[BH-](OC(C)=O)(OC(C)=O)OC(C)=O.[Na+].C(Cl)[Cl:55]>>[ClH:55].[CH3:1][O:2][C:3]1[N:8]=[CH:7][C:6]([CH:9]([CH2:16][C:17]2[N:18]=[C:19]([CH2:22][CH2:23][CH2:24][CH2:25][NH:39][C:35]3[CH:34]=[C:33]([N:27]4[CH2:28][CH2:29][O:30][CH2:31][CH2:32]4)[CH:38]=[CH:37][N:36]=3)[S:20][CH:21]=2)[CH2:10][C:11]([OH:13])=[O:12])=[CH:5][CH:4]=1 |f:2.3,5.6|. Reported procedure: Dissolve ethyl 3-(6-methoxypyridin-3-yl)-4-[2-(4-oxobutyl)-1,3-thiazol-4-yl]butanoate (374mg, 1.0 mmol) and 4-morpholin-4-ylpyridin-2-amine (150 mg, 0.836 mmol) prepared according to Scheme 6, Example 1, in CH2Cl2. Add NaBH(OAc)3 (251 mg, 1.12 mmol) and stir at room temperature for 18 hours. The reaction was concentrated in vacuo and purified via reverse phase HPLC using a gradient of 10–60% CH3CN/H2O/0.5% HCl over 30 minutes to obtain the crude desired product. The reactants are C(C)OC(=O)C1CC2(CCN(CC2)C(C(CCCC2=CC=CC=C2)NC(=O)OC(C)(C)C)=O)C2=CC=CC=C12 (1'-[2[[1,1-dimethylethoxy)carbonyl]amino-5-phenyl-1-oxopentyl]-2,3-dihydrospiro[1H-indene-1,4'-piperidine]-3-carboxylic acid ethyl ester), C(=O)(C(F)(F)F)O (TFA), C(=O)(OC(C)(C)C)NC(C)(C(=O)O)C (BOC-α-methyl alanine), C(CCl)Cl (EDC), C=1C=CC2=C(C1)N=NN2O (HOBT), CN1CCOCC1 (NMM). Product: C(C)OC(=O)C1CC2(CCN(CC2)C(C(CCCC2=CC=CC=C2)NC(C(C)(C)NC(=O)OC(C)(C)C)=O)=O)C2=CC=CC=C12 (1'[2-[[2-[[(1,1-dimethylethoxy)carbonyl]amino]-2-methyl-1-oxopropyl]amino]-5-phenyl-1-oxopentyl]-2,3-dihydrospiro-[1H-indene-1,4'-piperidine]-3-carboxylic acid ethyl ester). The yield is 62.1%. As a reaction SMILES: [CH2:1]([O:3][C:4]([CH:6]1[C:39]2[C:34](=[CH:35][CH:36]=[CH:37][CH:38]=2)[C:8]2([CH2:13][CH2:12][N:11]([C:14](=[O:33])[CH:15]([NH:25]C(OC(C)(C)C)=O)[CH2:16][CH2:17][CH2:18][C:19]3[CH:24]=[CH:23][CH:22]=[CH:21][CH:20]=3)[CH2:10][CH2:9]2)[CH2:7]1)=[O:5])[CH3:2].C(O)(C(F)(F)F)=O.[C:47]([NH:54][C:55]([CH3:60])([C:57](O)=[O:58])[CH3:56])([O:49][C:50]([CH3:53])([CH3:52])[CH3:51])=[O:48].C(Cl)CCl.C1C=CC2N(O)N=NC=2C=1.CN1CCOCC1>>[CH2:1]([O:3][C:4]([CH:6]1[C:39]2[C:34](=[CH:35][CH:36]=[CH:37][CH:38]=2)[C:8]2([CH2:13][CH2:12][N:11]([C:14](=[O:33])[CH:15]([NH:25][C:57](=[O:58])[C:55]([NH:54][C:47]([O:49][C:50]([CH3:53])([CH3:52])[CH3:51])=[O:48])([CH3:60])[CH3:56])[CH2:16][CH2:17][CH2:18][C:19]3[CH:24]=[CH:23][CH:22]=[CH:21][CH:20]=3)[CH2:10][CH2:9]2)[CH2:7]1)=[O:5])[CH3:2]. Procedure: The title compound from Step A (155 mg, 0.29 mmol) was treated with TFA as in Step A and the residue was reacted with BOC-α-methyl alanine (73.5 mg, 0.377 mmol), EDC (72.0 mg, 0.377 mmol), HOBT (53 mg, 0.377 mmol), NMM (0.032 ml, 0.290 mmol) according to the procedure used for Example 1, Step A. Flash chromatography provided the title compound (112 mg, 0.18 mmol). The reactants are NC(C(=O)N1CCN(CC1)C(C1=C(C=CC=C1)C(F)(F)F)=O)C (2-amino-1-[4-(2-trifluoromethyl-benzoyl)-piperazin-1-yl]-propan-1-one), CCN(C(C)C)C(C)C (DIPEA), C(C1=CC=CC=C1)OC1=CC=C(C(=O)O)C=C1 (4-Benzyloxy-benzoic acid), C=1C=CC2=C(C1)N=NN2O (HOBT), CCN=C=NCCCN(C)C (EDCI). Solvent: O (water), CN(C)C=O (DMF). Conditions: time 2 minute. Product: C(C1=CC=CC=C1)OC1=CC=C(C(=O)NC(C(N2CCN(CC2)C(C2=C(C=CC=C2)C(F)(F)F)=O)=O)C)C=C1 (4-benzyloxy-N-{1-methyl-2-oxo-2-[4-(2-trifluoromethyl-benzoyl)-piperazin-1-yl]-ethyl}-benzamide). Isolated yield 48.2%. As a reaction SMILES: CCN(C(C)C)C(C)C.[CH2:10]([O:17][C:18]1[CH:26]=[CH:25][C:21]([C:22]([OH:24])=O)=[CH:20][CH:19]=1)[C:11]1[CH:16]=[CH:15][CH:14]=[CH:13][CH:12]=1.C1C=CC2N(O)N=NC=2C=1.CCN=C=NCCCN(C)C.[NH2:48][CH:49]([CH3:70])[C:50]([N:52]1[CH2:57][CH2:56][N:55]([C:58](=[O:69])[C:59]2[CH:64]=[CH:63][CH:62]=[CH:61][C:60]=2[C:65]([F:68])([F:67])[F:66])[CH2:54][CH2:53]1)=[O:51]>CN(C=O)C.O>[CH2:10]([O:17][C:18]1[CH:19]=[CH:20][C:21]([C:22]([NH:48][CH:49]([CH3:70])[C:50](=[O:51])[N:52]2[CH2:53][CH2:54][N:55]([C:58](=[O:69])[C:59]3[CH:64]=[CH:63][CH:62]=[CH:61][C:60]=3[C:65]([F:66])([F:68])[F:67])[CH2:56][CH2:57]2)=[O:24])=[CH:25][CH:26]=1)[C:11]1[CH:12]=[CH:13][CH:14]=[CH:15][CH:16]=1. Procedure details: DIPEA (131 mg, 0.17 mL, 0.76 mmol) was added to a stirred solution of 4-Benzyloxy-benzoic acid (58 mg, 0.25 mmol) in DMF (2 mL). HOBT (41 mg, 0.3 mmol) and EDCI (58 mg, 0.3 mmol) were then added at room temperature. After 2 minutes, 2-amino-1-[4-(2-trifluoromethyl-benzoyl)-piperazin-1-yl]-propan-1-one (85 mg, 0.25 mmol) was added and the resulting mixture was stirred at room temperature overnight. Cold water was then added and the product was extracted with EtOAc and the organic layer was washed... Starting materials: NC=1C=C2CC(CC2=CC1)N(C(CC)=O)CCC (N-(5-amino-indan-2-yl)-N-propylpropionamide), [H-].[Al+3].[Li+].[H-].[H-].[H-] (lithiumaluminum hydride), [OH-].[Na+] (sodium hydroxide), O (water), O (water). The solvent is C(C)OCC (diethyl ether), C(C)OCC (diethyl ether). Reaction conditions: time 10 minute. The product is C(CC)N(C1CC2=CC=C(C=C2C1)N)CCC (N,N-Dipropyl-indan-2,5-diamine). The yield is 90.2%. RXN SMILES: [NH2:1][C:2]1[CH:3]=[C:4]2[C:8](=[CH:9][CH:10]=1)[CH2:7][CH:6]([N:11]([CH2:16][CH2:17][CH3:18])[C:12](=O)[CH2:13][CH3:14])[CH2:5]2.[H-].[Al+3].[Li+].[H-].[H-].[H-].O.[OH-].[Na+]>C(OCC)C>[CH2:16]([N:11]([CH2:12][CH2:13][CH3:14])[CH:6]1[CH2:5][C:4]2[C:8](=[CH:9][CH:10]=[C:2]([NH2:1])[CH:3]=2)[CH2:7]1)[CH2:17][CH3:18] |f:1.2.3.4.5.6,8.9|. Procedure details: A solution of N-(5-amino-indan-2-yl)-N-propylpropionamide (2.6 g, 10.5 mmol) in dry diethyl ether (50 mL) was added to a slurry of lithiumaluminum hydride (1.0 g, 26 mmol) in diethyl ether (150 mL) at ambient temperature. After stirring for 1.5 hours water (1.0 mL) followed by 15% sodium hydroxide (1.0 mL) and water (3.0 mL). After stirring for 10 minutes, the inorganic material was filtered off and the resulting solution was evaporated to yield 2.2 g (90%) of the desired product as an oil.: